From a dataset of the Open Reaction Database (ORD), a public repository of structured organic reaction records. describe an organic reaction: reactants, conditions, products, and yield Starting materials: CC(=O)NCCNc1cc(NC(=O)CCl)nc(-c2ccccc2)n1, C1CCOC1, CC#N, CCN(C(C)C)C(C)C, FC(F)(F)c1cccc(CN2CCCNCC2)c1, [I-], [Na+]. Yields the product CC(=O)NCCNc1cc(NC(=O)CN2CCCN(Cc3cccc(C(F)(F)F)c3)CC2)nc(-c2ccccc2)n1. As a reaction SMILES: [C:3]([CH3:4])(=[O:5])[NH:6][CH2:7][CH2:8][NH:9][c:10]1[cH:11][c:12]([NH:22][C:23]([CH2:24][Cl:25])=[O:26])[n:13][c:14](-[c:16]2[cH:17][cH:18][cH:19][cH:20][cH:21]2)[n:15]1.[CH2:54]1[O:55][CH2:56][CH2:57][CH2:58]1.[CH3:59][C:60]#[N:61].[CH:45]([N:46]([CH2:47][CH3:48])[CH:49]([CH3:50])[CH3:51])([CH3:52])[CH3:53].[F:27][C:28]([c:29]1[cH:30][c:31]([CH2:32][N:33]2[CH2:34][CH2:35][NH:36][CH2:37][CH2:38][CH2:39]2)[cH:40][cH:41][cH:42]1)([F:43])[F:44].[I-:2].[Na+:1]>>[C:3]([CH3:4])(=[O:5])[NH:6][CH2:7][CH2:8][NH:9][c:10]1[cH:11][c:12]([NH:22][C:23]([CH2:24][N:36]2[CH2:35][CH2:34][N:33]([CH2:32][c:31]3[cH:30][c:29]([C:28]([F:27])([F:43])[F:44])[cH:42][cH:41][cH:40]3)[CH2:39][CH2:38][CH2:37]2)=[O:26])[n:13][c:14](-[c:16]2[cH:17][cH:18][cH:19][cH:20][cH:21]2)[n:15]1. Reactants: ClC=1C(=CC=2C(=NC=3N(C=C(C(C3C2)=O)C(=O)OCC)COCC)C1)F (8-chloro-3-ethoxycarbonyl-1-ethoxymethyl-7-fluoro-4-oxo-1,4-dihydro-benzo[b][1,8]naphthyridine). Solvent: O (water), C(C)O (ethanol), [OH-].[K+] (potassium hydroxide). Run at temperature 20 celsius. Product: ClC=1C(=CC=2C(=NC=3N(C=C(C(C3C2)=O)C(=O)O)COCC)C1)F (8-chloro-1-ethoxymethyl-7-fluoro-4-oxo-1,4-dihydro-benzo[b][1,8]naphthyridine-3-carboxylic acid). Isolated yield 72.0%. Reaction SMILES: [Cl:1][C:2]1[C:3]([F:26])=[CH:4][C:5]2[C:6]([CH:25]=1)=[N:7][C:8]1[N:9]([CH2:21][O:22][CH2:23][CH3:24])[CH:10]=[C:11]([C:16]([O:18]CC)=[O:17])[C:12](=[O:15])[C:13]=1[CH:14]=2>O.C(O)C.[OH-].[K+]>[Cl:1][C:2]1[C:3]([F:26])=[CH:4][C:5]2[C:6]([CH:25]=1)=[N:7][C:8]1[N:9]([CH2:21][O:22][CH2:23][CH3:24])[CH:10]=[C:11]([C:16]([OH:18])=[O:17])[C:12](=[O:15])[C:13]=1[CH:14]=2 |f:3.4|. Procedure details: A suspension of 6 g of 8-chloro-3-ethoxycarbonyl-1-ethoxymethyl-7-fluoro-4-oxo-1,4-dihydro-benzo[b][1,8]naphthyridine in 120 cm3 of water, 120 cm3 of ethanol and 47.5 cm3 of 2N aqueous potassium hydroxide solution is heated, with stirring, at a temperature close to 75° C. for 2 hours and a half. A small amount of insoluble matter is removed by filtering at the same temperature. After cooling to about 20° C., 6 cm3 of acetic acid are added to the filtrate. The precipitate obtained is drained, was... The reactants are C(C)(C)(C)OC(=O)N1[C@@H](CC(C1)=NOC)C(=O)O ((2S,4EZ)-1-(tert-butoxycarbonyl)-4-(methoxyimino)-2-pyrrolidinecarboxylic acid), CC1=C(C(=CC=C1)C)C1=CC=C(C=C1)C(=O)O (2′,6′-dimethyl[1,1′-biphenyl]-4-carboxylic acid), NCCC(=O)N (3-aminopropionamide). Product: NC(CCNC(=O)[C@H]1N(CC(C1)=NOC)C(=O)C1=CC=C(C=C1)C1=C(C=CC=C1C)C)=O ((2S,4EZ)-N-(3-amino-3-oxopropyl)-1-[(2′,6′-dimethyl[1,1′-biphenyl]-4-yl)carbonyl]4-(methoxyimino)-2-pyrrolidinecarboxamide). Reaction SMILES: C(O[C:6]([N:8]1[CH2:12][C:11](=[N:13][O:14][CH3:15])[CH2:10][C@H:9]1[C:16]([OH:18])=O)=[O:7])(C)(C)C.[CH3:19][C:20]1[CH:25]=[CH:24][CH:23]=[C:22]([CH3:26])[C:21]=1[C:27]1[CH:32]=[CH:31][C:30](C(O)=O)=[CH:29][CH:28]=1.[NH2:36][CH2:37][CH2:38][C:39]([NH2:41])=[O:40]>>[NH2:41][C:39](=[O:40])[CH2:38][CH2:37][NH:36][C:16]([C@@H:9]1[CH2:10][C:11](=[N:13][O:14][CH3:15])[CH2:12][N:8]1[C:6]([C:30]1[CH:29]=[CH:28][C:27]([C:21]2[C:22]([CH3:26])=[CH:23][CH:24]=[CH:25][C:20]=2[CH3:19])=[CH:32][CH:31]=1)=[O:7])=[O:18]. Reported procedure: Following the general method as outlined in Example 22, starting from (2S,4EZ)-1-(tert-butoxycarbonyl)-4-(methoxyimino)-2-pyrrolidinecarboxylic acid, 2′,6′-dimethyl[1,1′-biphenyl]-4-carboxylic acid, and 3-aminopropionamide, the title compound was obtained in 87% purity by HPLC. MS(ESI+): m/z=437. Starting materials: FC1=C(C(=CC(=C1)F)N1CCOCC1)N (2,4-Difluoro-6-morpholin-4-yl-phenylamine), C12C(CC(CC1)C2)CC(=O)O (Bicyclo[2.2.1]hept-2-yl-acetic acid), C(C)(C)N(C(C)C)CC (N,N-diisopropyl-ethylamine), N-[(dimethylamino)-1H-1,2,3-triazolo-[4,5-b]pyridin-1-yl-methylene]-N-methyl-methanaminium hexafluoro-phosphate N-oxide, C(C)(=O)OCC (Ethyl acetate). Solvent: CN(C=O)C (N,N-dimethylformamide), CN(C=O)C (N,N-dimethylformamide). Conditions: time 2 minute. The product is C12C(CC(CC1)C2)CC(=O)NC2=C(C=C(C=C2N2CCOCC2)F)F (2-Bicyclo[2.2.1]hept-2-yl-N-(2,4-difluoro-6-morpholin-4-yl-phenyl)-acetamide). Yield: 51.0%. As a reaction SMILES: [CH:1]12[CH2:7][CH:4]([CH2:5][CH2:6]1)[CH2:3][CH:2]2[CH2:8][C:9]([OH:11])=O.C(N(CC)C(C)C)(C)C.[F:21][C:22]1[CH:27]=[C:26]([F:28])[CH:25]=[C:24]([N:29]2[CH2:34][CH2:33][O:32][CH2:31][CH2:30]2)[C:23]=1[NH2:35].C(OCC)(=O)C>CN(C)C=O>[CH:1]12[CH2:7][CH:4]([CH2:5][CH2:6]1)[CH2:3][CH:2]2[CH2:8][C:9]([NH:35][C:23]1[C:24]([N:29]2[CH2:34][CH2:33][O:32][CH2:31][CH2:30]2)=[CH:25][C:26]([F:28])=[CH:27][C:22]=1[F:21])=[O:11]. Reported procedure: Bicyclo[2.2.1]hept-2-yl-acetic acid (0.20 mL), N,N-diisopropyl-ethylamine (0.50 mL) and N-[(dimethylamino)-1H-1,2,3-triazolo-[4,5-b]pyridin-1-yl-methylene]-N-methyl-methanaminium hexafluoro-phosphate N-oxide (0.55 g) were mixed in dry N,N-dimethylformamide (3 mL) and stirred under argon for 2 minutes. 2,4-Difluoro-6-morpholin-4-yl-phenylamine (0.20 g) dissolved in dry N,N-dimethylformamide (2 mL) was added to the reaction mixture, which was stirred at 60° C. under argon for 16 hours. Ethyl aceta... Starting materials: ClC1=C(C=C(C=C1F)F)F (2-chloro-1,3,5-trifluorobenzene). The reagents and catalysts are [Cu] (copper). The solvent is O (water). Reaction conditions: temperature 300 celsius, time 28 hour. The product is FC1=CC(=CC(=C1)F)F (1,3,5-trifluorobenzene). Yield: 73.0%. RXN SMILES: Cl[C:2]1[C:7]([F:8])=[CH:6][C:5]([F:9])=[CH:4][C:3]=1[F:10]>[Cu].O>[F:8][C:7]1[CH:2]=[C:3]([F:10])[CH:4]=[C:5]([F:9])[CH:6]=1. Reported procedure: An autoclave was charged with 66.8 g of 2-chloro-1,3,5-trifluorobenzene, 5 g of water and 65 g of copper powder, and the content was heated at 300° C. with high speed stirring for 28 hours. After the reaction, the content was distilled off, and the fraction distilled at 74° to 77° C. was collected and dried over sodium sulfate to obtain 1,3,5-trifluorobenzene in an amount of 38.5 g (yield 73%). Starting materials: C(C(=O)Cl)(=O)Cl (Oxalyl chloride), N1(CCOCC1)C1=CC=C(C(=O)O)C=C1 (4-morpholin-4-ylbenzoic acid), NC=1C2=C(N(N1)C(=O)OCC)SC(=C2)C(=O)OC(C)(C)C (5-tert-butyl 1-ethyl 3-amino-1H-thieno[2,3-c]pyrazole-1,5-dicarboxylate), N1=CC=CC=C1 (pyridine), C([O-])(O)=O.[Na+] (sodium bicarbonate). Solvent: ClCCl (dichloromethane), CN(C=O)C (dimethylformamide), ClCCl (DCM), ClCCl (DCM). Reaction conditions: temperature 5 celsius. Product: N1(CCOCC1)C1=CC=C(C(=O)NC=2C3=C(N(N2)C(=O)OCC)SC(=C3)C(=O)OC(C)(C)C)C=C1 (5-tert-butyl 1-ethyl 3-[(4-morpholin-4-ylbenzoyl)amino]-1H-thieno[2,3-c]pyrazole-1,5-dicarboxylate). Isolated yield 41.9%. Reaction SMILES: C(Cl)(=O)C(Cl)=O.[N:7]1([C:13]2[CH:21]=[CH:20][C:16]([C:17]([OH:19])=O)=[CH:15][CH:14]=2)[CH2:12][CH2:11][O:10][CH2:9][CH2:8]1.[NH2:22][C:23]1[C:24]2[CH:35]=[C:34]([C:36]([O:38][C:39]([CH3:42])([CH3:41])[CH3:40])=[O:37])[S:33][C:25]=2[N:26]([C:28]([O:30][CH2:31][CH3:32])=[O:29])[N:27]=1.N1C=CC=CC=1.C(=O)(O)[O-].[Na+]>ClCCl.CN(C)C=O>[N:7]1([C:13]2[CH:14]=[CH:15][C:16]([C:17]([NH:22][C:23]3[C:24]4[CH:35]=[C:34]([C:36]([O:38][C:39]([CH3:40])([CH3:42])[CH3:41])=[O:37])[S:33][C:25]=4[N:26]([C:28]([O:30][CH2:31][CH3:32])=[O:29])[N:27]=3)=[O:19])=[CH:20][CH:21]=2)[CH2:8][CH2:9][O:10][CH2:11][CH2:12]1 |f:4.5|. Procedure details: Oxalyl chloride (20.2 mL, 231 mmol) was added to a suspension of 4-morpholin-4-ylbenzoic acid (7.98 g, 38.5 mmol) in dry dichloromethane (DCM, 210 mL) and dimethylformamide (DMF, 0.04 mL). After refluxing the mixture for 6.5 hours, volatiles were carefully removed under reduced pressure (taking up the residue three times with toluene). The resulting 4-morpholin-4-ylbenzoyl chloride hydrochloride was added portion-wise (in about 0.5 hours) to a suspension of 5-tert-butyl 1-ethyl 3-amino-1H-thieno... Starting materials: Cc1ccc([N+](=O)[O-])c(NCCCC(NC(=O)OC(C)(C)C)C(O)c2ccccc2)c1, CC(=O)O, Cl. Yields the product Cc1ccc([N+](=O)[O-])c(NCCCC(N)C(O)c2ccccc2)c1. As a reaction SMILES: [C:1]([O:2][C:3]([CH3:4])([CH3:5])[CH3:6])(=[O:7])[NH:8][CH:9]([CH:10]([OH:11])[c:12]1[cH:13][cH:14][cH:15][cH:16][cH:17]1)[CH2:18][CH2:19][CH2:20][NH:21][c:22]1[c:23]([N+:29](=[O:30])[O-:31])[cH:24][cH:25][c:26]([CH3:28])[cH:27]1.[C:33]([OH:34])(=[O:35])[CH3:36].[ClH:32]>>[NH2:8][CH:9]([CH:10]([OH:11])[c:12]1[cH:13][cH:14][cH:15][cH:16][cH:17]1)[CH2:18][CH2:19][CH2:20][NH:21][c:22]1[c:23]([N+:29](=[O:30])[O-:31])[cH:24][cH:25][c:26]([CH3:28])[cH:27]1.